The task is: describe an organic reaction: reactants, conditions, products, and yield. This data is from the Open Reaction Database (ORD), a public repository of structured organic reaction records. Reactants: C1(=CC=CC=C1)CN1C(CN(CC1)CC1=CC=CC=C1)C(=O)OCC (1,4-bis(phenylmethyl)-2-piperazinecarboxylic acid, ethyl ester), C([O-])([O-])=O.[K+].[K+] (potassium carbonate), [H-].[Al+3].[Li+].[H-].[H-].[H-] (lithium aluminum hydride), [OH-].[K+] (potassium hydroxide). Run in CCOCC (ether), CCOCC (ether). Conditions: time 8 hour. Product: C1(=CC=CC=C1)CN1C(CN(CC1)CC1=CC=CC=C1)CO (1,4-bis(phenylmethyl)-2-piperazinemethanol). Isolated yield 103.2%. Reaction SMILES: [H-].[Al+3].[Li+].[H-].[H-].[H-].[C:7]1([CH2:13][N:14]2[CH2:19][CH2:18][N:17]([CH2:20][C:21]3[CH:26]=[CH:25][CH:24]=[CH:23][CH:22]=3)[CH2:16][CH:15]2[C:27](OCC)=[O:28])[CH:12]=[CH:11][CH:10]=[CH:9][CH:8]=1.[OH-].[K+].C(=O)([O-])[O-].[K+].[K+]>CCOCC>[C:7]1([CH2:13][N:14]2[CH2:19][CH2:18][N:17]([CH2:20][C:21]3[CH:26]=[CH:25][CH:24]=[CH:23][CH:22]=3)[CH2:16][CH:15]2[CH2:27][OH:28])[CH:8]=[CH:9][CH:10]=[CH:11][CH:12]=1 |f:0.1.2.3.4.5,7.8,9.10.11|. Reported procedure: A 3.06 g portion of lithium aluminum hydride in 130 ml of dry ether, with argon bubbling through the solution, was stirred at room temperature. A solution of 24.5 g of 1,4-bis(phenylmethyl)-2-piperazinecarboxylic acid, ethyl ester in 125 ml of dry ether was added, the mixture was heated at reflux for 5 hours and then cooled. A 40 ml portion of 40% aqueous potassium hydroxide followed by 80 ml of saturated aqueous potassium carbonate were added dropwise, under argon. The mixture was allowed to st... Reactants: N#N.C(C)(C)(C)OC(=O)N[C@@H](C(C)C)C(=O)NC(C)C=1OC2=C(C1)C=C(C=C2)[N+](=O)[O-] (N2 tert-butoxycarbonyl-N1 -[1-(5-nitro-2-benzofuranyl)ethyl]-L-valinamide), Cl (hydrogen chloride). Run in O1CCCC1 (tetrahydrofuran). Product: Cl.[N+](=O)([O-])C=1C=CC2=C(C=C(O2)C(C)NC([C@@H](N)C(C)C)=O)C1 (N1 -[1-(5-nitro-2-benzofuranyl)ethyl]-L-valinamide hydrochloride). Reaction SMILES: N#N.C(OC([NH:10][C@H:11]([C:15]([NH:17][CH:18]([C:20]1[O:21][C:22]2[CH:28]=[CH:27][C:26]([N+:29]([O-:31])=[O:30])=[CH:25][C:23]=2[CH:24]=1)[CH3:19])=[O:16])[CH:12]([CH3:14])[CH3:13])=O)(C)(C)C.[ClH:32]>O1CCCC1>[ClH:32].[N+:29]([C:26]1[CH:27]=[CH:28][C:22]2[O:21][C:20]([CH:18]([NH:17][C:15](=[O:16])[C@H:11]([CH:12]([CH3:13])[CH3:14])[NH2:10])[CH3:19])=[CH:24][C:23]=2[CH:25]=1)([O-:31])=[O:30] |f:0.1,4.5|. Procedure details: 5.0 g of N2 -tert-butoxycarbonyl-N1 -[1-(5-nitro-2-benzofuranyl)ethyl]-L-valinamide was dissolved in 100 ml of tetrahydrofuran, and placed in a flow of hydrogen chloride gas for 1 hour at room temperature. The reaction mixture was then concentrated under reduced pressure, and the residual crude crystals obtained were washed with acetone to yield 3.6 g of the desired product (melting point: 211°-216° C.). The reactants are N(=O)C1=C(N=C2SC=CN21)C2=CC=CC=C2 (5-nitroso-6-phenylimidazo[2,1-b]thiazole), C(C)OP(OCC)OCC (triethylphosphite). Run in C1(=CC=CC=C1)C (toluene). Product: S1C=CN2C1=NC1=C2NC=2C=CC=CC12 (5H-thiazolo[2',3':2,3]imidazo[4,5-b]indole). Isolated yield 35.2%. As a reaction SMILES: [N:1]([C:3]1[N:10]2[C:6]([S:7][CH:8]=[CH:9]2)=[N:5][C:4]=1[C:11]1[CH:16]=[CH:15][CH:14]=[CH:13][CH:12]=1)=O.C(OP(OCC)OCC)C>C1(C)C=CC=CC=1>[S:7]1[C:6]2=[N:5][C:4]3[C:11]4[CH:16]=[CH:15][CH:14]=[CH:13][C:12]=4[NH:1][C:3]=3[N:10]2[CH:9]=[CH:8]1. Reported procedure: A mixture of 8.5 grams of analytically pure 5-nitroso-6-phenylimidazo[2,1-b]thiazole (0.04 mole) and 10 ml. of triethylphosphite (0.05 mole) in 50 ml. of anhydrous toluene is refluxed for three hours with constant stirring and under a constant flow of dry nitrogen. The temperature of the oil bath is kept between 110° and 120° C. After cooling, the toluene and excess triethyl phosphite are removed by vacuum distillation at 0.2 Torr. The temperature of the oil bath is kept under 120° C. also durin... Reported procedure: Analogously to Example 37, 220 mg (1.08 mmol) of 5-aminoquinoline-2-carboxylic acid-methylamide is reacted with 550 mg (1.78 mmol) of 4-(5-fluoro-2-methoxyphenyl)-2-hydroxy-4-methyl-2-(trifluoromethyl)pentanal and 3.0 ml of concentrated acetic acid in 30 ml of toluene. After chromatography on silica gel with hexane-ethyl acetate (0-70%), 259 mg (48% of theory) of the product is obtained. Reactants: CCCCCC.C(C)(=O)OCC (hexane ethyl acetate), CNC(=O)C1=NC2=CC=CC(=C2C=C1)N (5-aminoquinoline-2-carboxylic acid-methylamide), FC=1C=CC(=C(C1)C(CC(C=O)(C(F)(F)F)O)(C)C)OC (4-(5-fluoro-2-methoxyphenyl)-2-hydroxy-4-methyl-2-(trifluoromethyl)pentanal), C(C)(=O)O (acetic acid). Product: CNC(=O)C1=NC2=CC=CC(=C2C=C1)N=CC(CC(C)(C)C1=C(C=CC(=C1)F)OC)(C(F)(F)F)O (5-[4-(5-Fluoro-2-methoxyphenyl)-2-hydroxy-4-methyl-2-(trifluoromethyl)-pentylidenamino]-quinoline-2-carboxylic acid methylamide). Run in C1(=CC=CC=C1)C (toluene). RXN SMILES: [CH3:1][NH:2][C:3]([C:5]1[CH:14]=[CH:13][C:12]2[C:7](=[CH:8][CH:9]=[CH:10][C:11]=2[NH2:15])[N:6]=1)=[O:4].[F:16][C:17]1[CH:18]=[CH:19][C:20]([O:35][CH3:36])=[C:21]([C:23]([CH3:34])([CH3:33])[CH2:24][C:25]([OH:32])([C:28]([F:31])([F:30])[F:29])[CH:26]=O)[CH:22]=1.C(O)(=O)C.CCCCCC.C(OCC)(=O)C>C1(C)C=CC=CC=1>[CH3:1][NH:2][C:3]([C:5]1[CH:14]=[CH:13][C:12]2[C:7](=[CH:8][CH:9]=[CH:10][C:11]=2[N:15]=[CH:26][C:25]([OH:32])([C:28]([F:29])([F:31])[F:30])[CH2:24][C:23]([C:21]2[CH:22]=[C:17]([F:16])[CH:18]=[CH:19][C:20]=2[O:35][CH3:36])([CH3:33])[CH3:34])[N:6]=1)=[O:4] |f:3.4|.